Dataset: the Open Reaction Database (ORD), a public repository of structured organic reaction records. Task: describe an organic reaction: reactants, conditions, products, and yield The reactants are C1(C=CC(C=C1)=O)=O (p-benzoquinone), C(=C)C1=C(C=CC=C1)C=C (divinylbenzene), B(F)(F)F.CCOCC (BF3.OEt2), C(C1=CC=CO1)=O (furfural), C(=C)C1=C(C=CC=C1)C=C (divinylbenzene). Product: C(=C)C1=C(C=CC=C1)C=C (divinylbenzene), C1(=CCC(CC1)C(=C)C)C (p-mentha-1,8-diene). Yield: 10.0%. As a reaction SMILES: B(F)(F)F.CCO[CH2:8][CH3:9].C(=O)C1OC=CC=1.[CH:17]([C:19]1[CH:24]=[CH:23][CH:22]=[CH:21][C:20]=1[CH:25]=[CH2:26])=[CH2:18].C1(=O)C=CC(=O)C=C1>>[CH:17]([C:19]1[CH:24]=[CH:23][CH:22]=[CH:21][C:20]=1[CH:25]=[CH2:26])=[CH2:18].[C:8]1([CH3:9])[CH2:23][CH2:24][CH:19]([C:20]([CH3:25])=[CH2:21])[CH2:17][CH:18]=1 |f:0.1|. Reported procedure: Many other additives were examined in the BF3.OEt2-catalyzed polymerization reactions of the Norway fish oil (Table 16). The copolymerization of furfural, divinylbenzene, and the Norway fish oil produced very hard, dark-colored thermosets in excellent overall mass recoveries (entries 2-4). Interestingly, p-benzoquinone and divinylbenzene polymerized with the Norway fish oil violently at room temperature to produce dark-colored polymeric materials (entries 7-10). The most interesting material was... The reactants are ester, COC(C1=C(C=CC(=C1)C=1SC=C(N1)C1=CC(=C(C=C1)Cl)Cl)Br)=O (2-bromo-5-[4-(3,4-dichloro-phenyl)-thiazol-2-yl]-benzoic acid methyl ester), COC(C1=C(C=CC(=C1)C=1SC=C(N1)C1=CC(=C(C=C1)Cl)Cl)Br)=O (2-bromo-5-[4-(3,4-dichloro-phenyl)-thiazol-2-yl]-benzoic acid methyl ester), C(=O)C1=C(C=CC=C1)B(O)O (2-formylphenylboronic acid). Yields the product ClC=1C=C(C=CC1Cl)C=1N=C(SC1)C=1C=C(C(=CC1)C1=C(C=CC=C1)C=O)C(=O)O (4-[4-(3,4-dichloro-phenyl)-thiazol-2-yl]-2′-formyl-biphenyl-2-carboxylic acid). The yield is 49.5%. As a reaction SMILES: C[O:2][C:3](=[O:24])[C:4]1[CH:9]=[C:8]([C:10]2[S:11][CH:12]=[C:13]([C:15]3[CH:20]=[CH:19][C:18]([Cl:21])=[C:17]([Cl:22])[CH:16]=3)[N:14]=2)[CH:7]=[CH:6][C:5]=1Br.[CH:25]([C:27]1[CH:32]=[CH:31][CH:30]=[CH:29][C:28]=1B(O)O)=[O:26]>>[Cl:22][C:17]1[CH:16]=[C:15]([C:13]2[N:14]=[C:10]([C:8]3[CH:9]=[C:4]([C:3]([OH:2])=[O:24])[C:5]([C:28]4[CH:29]=[CH:30][CH:31]=[CH:32][C:27]=4[CH:25]=[O:26])=[CH:6][CH:7]=3)[S:11][CH:12]=2)[CH:20]=[CH:19][C:18]=1[Cl:21]. Procedure: Using the conditions of General Procedure B for Suzuki Coupling and Hydrolysis in Parallel Mode, 2-bromo-5-[4-(3,4-dichloro-phenyl)-thiazol-2-yl]-benzoic acid methyl ester (which may be prepared as described for Intermediate 6; 89 mg, 0.2 mmol) was reacted with 2-formylphenylboronic acid (available from Frontier Scientific, Inc.; 60 mg, 0.4 mmol). The resulting ester was hydrolyzed and the acid was purified to give 4-[4-(3,4-dichloro-phenyl)-thiazol-2-yl]-2′-formyl-biphenyl-2-carboxylic acid (45... Run at time 24 hour. RXN SMILES: [Cl:1][C:2]1[CH:3]=[CH:4][C:5]2[C:6](=[O:16])[C:7]3[N:8]([CH:13]=[CH:14][CH:15]=3)[N:9]([CH3:12])[C:10]=2[CH:11]=1.C(OOC(=O)C1C=CC=CC=1)(=O)C1C=CC=CC=1.[Br:35]N1C(=O)CCC1=O.[Al]>C1COCC1>[Br:35][C:13]1[N:8]2[N:9]([CH3:12])[C:10]3[CH:11]=[C:2]([Cl:1])[CH:3]=[CH:4][C:5]=3[C:6](=[O:16])[C:7]2=[CH:15][CH:14]=1. The solvent is C1CCOC1 (THF). Reported procedure: To a solution of 7-chloro-5-methylpyrrolo[1,2-b]cinnolin-10(5H)-one (6.0 g) and a catalytic amount of dibenzoyl peroxide in 100 ml of THF was added portionwise N-bromosuccinimide (4.63 g) over 15 min. The flask was covered with aluminum foil and the solution was stirred at room temperature for 24 hrs. The solution was then concentrated and the residue was purified by HPLC (silica, dichloromethane) to give 7.10 g of a light green powder. This powder was recrystallized from ethanol to give 5.7 g o... Yield: 88.4%. Starting materials: [Al] (aluminum), ClC=1C=CC=2C(C=3N(N(C2C1)C)C=CC3)=O (7-chloro-5-methylpyrrolo[1,2-b]cinnolin-10(5H)-one), C(C1=CC=CC=C1)(=O)OOC(C1=CC=CC=C1)=O (dibenzoyl peroxide), BrN1C(CCC1=O)=O (N-bromosuccinimide). Yields the product BrC1=CC=C2N1N(C=1C=C(C=CC1C2=O)Cl)C (3-Bromo-7-chloro-5-methylpyrrolo[1,2-b]cinnolin-10(5H)-one). Reactants: C(C)OC(NC1=CC=C(C=C1)S(=O)(=O)Cl)=O ((4-chlorosulfonyl-phenyl)-carbamic acid ethyl ester), [N+](=O)([O-])[O-].[Na+] (sodium nitrate). Solvent: S(O)(O)(=O)=O (sulfuric acid), S(O)(O)(=O)=O (sulfuric acid). Conditions: time 3 hour. The product is C(C)OC(NC1=C(C=C(C=C1)S(=O)(=O)Cl)[N+](=O)[O-])=O ((4-chlorosulfonyl-2-nitro-phenyl)-carbamic acid ethyl ester). Isolated yield 82.1%. RXN SMILES: [CH2:1]([O:3][C:4](=[O:16])[NH:5][C:6]1[CH:11]=[CH:10][C:9]([S:12]([Cl:15])(=[O:14])=[O:13])=[CH:8][CH:7]=1)[CH3:2].[N+:17]([O-])([O-:19])=[O:18].[Na+]>S(=O)(=O)(O)O>[CH2:1]([O:3][C:4](=[O:16])[NH:5][C:6]1[CH:7]=[CH:8][C:9]([S:12]([Cl:15])(=[O:13])=[O:14])=[CH:10][C:11]=1[N+:17]([O-:19])=[O:18])[CH3:2] |f:1.2|. Procedure details: To a stirred suspension of (4-chlorosulfonyl-phenyl)-carbamic acid ethyl ester (5 g, Reference Example 64) in concentrated sulfuric acid (25 ml) at 0° C., was added dropwise a suspension of sodium nitrate (1.61 g) in concentrated sulfuric acid and the reaction stirred for 3 hours. The reaction mixture was then poured onto ice, the resultant precipitate collected by filtration and dried in vacuo to give (4-chlorosulfonyl-2-nitro-phenyl)-carbamic acid ethyl ester (4.80 g) as a yellow solid. LC-MS ... Reported procedure: One gram of 3β,7β,15α-trihydroxy-5-androsten-17-one is dissolved at room temperature in 20 ml of pyridine; 2 ml of pivalic acid chloride as well as 100 mg of 4-dimethylaminopyridine are added to the reaction mixture, and the latter is agitated at room temperature for 48 hours. The reaction mixture is then poured into 250 ml of ice water, stirred for 2 hours at room temperature, the resultant precipitate is vacuum-filtered, washed with water, and dried for 8 hours in a vacuum drying cabinet at 50... RXN SMILES: [OH:1][C@H:2]1[CH2:19][CH2:18][C@@:17]2([CH3:20])[C:4](=[CH:5][C@H:6]([OH:23])[C@@H:7]3[C@@H:16]2[CH2:15][CH2:14][C@@:12]2([CH3:13])[C@H:8]3[C@@H:9]([OH:22])[CH2:10][C:11]2=[O:21])[CH2:3]1.[C:24](Cl)(=[O:29])[C:25]([CH3:28])([CH3:27])[CH3:26]>N1C=CC=CC=1.CN(C)C1C=CN=CC=1>[OH:23][C@H:6]1[CH:5]=[C:4]2[C@:17]([CH3:20])([CH2:18][CH2:19][C@H:2]([O:1][C:24](=[O:29])[C:25]([CH3:28])([CH3:27])[CH3:26])[CH2:3]2)[C@@H:16]2[C@@H:7]1[C@H:8]1[C@@:12]([CH2:14][CH2:15]2)([CH3:13])[C:11](=[O:21])[CH2:10][C@@H:9]1[O:22][C:11](=[O:21])[C:12]([CH3:14])([CH3:13])[CH3:8]. The reactants are C(C(C)(C)C)(=O)Cl (pivalic acid chloride), O[C@@H]1CC2=C[C@@H]([C@H]3[C@@H]4[C@H](CC([C@@]4(C)CC[C@@H]3[C@]2(CC1)C)=O)O)O (3β,7β,15α-trihydroxy-5-androsten-17-one), ice water. Reagents/catalysts: CN(C1=CC=NC=C1)C (4-dimethylaminopyridine). The product is O[C@@H]1[C@H]2[C@@H]3[C@H](CC([C@@]3(C)CC[C@@H]2[C@]2(CC[C@@H](CC2=C1)OC(C(C)(C)C)=O)C)=O)OC(C(C)(C)C)=O (7β-hydroxy-3β,15α-dipivaloyloxy-5-androsten-17-one). Solvent: N1=CC=CC=C1 (pyridine). Run at time 48 hour. The reactants are ClC=1C(=CC=2N(N1)C(=NN2)C2=CC=CC=C2)C2CCC2 (6-chloro-7-cyclobutyl-3-phenyl-1,2,4-triazolo[4,3-b]pyridazine), Cl.CN1N=C(N=C1)CN (C-(1-methyl-1H-1,2,4-triazol-3-yl)methylamine hydrochloride). Run in C(C)N(CC)CC (triethylamine), CN(C)C=O (DMF). Run at temperature 100 celsius. Product: C1(CCC1)C1=CC=2N(N=C1NCC1=NN(C=N1)C)C(=NN2)C2=CC=CC=C2 (N-(7-Cyclobutyl-3-phenyl-1,2,4-triazolo[4,3-b]pyridazin-6-yl)-N-(1-methyl-1H-1,2,4-triazol-3-ylmethyl)amine). Reaction SMILES: Cl[C:2]1[C:3]([CH:17]2[CH2:20][CH2:19][CH2:18]2)=[CH:4][C:5]2[N:6]([C:8]([C:11]3[CH:16]=[CH:15][CH:14]=[CH:13][CH:12]=3)=[N:9][N:10]=2)[N:7]=1.Cl.[CH3:22][N:23]1[CH:27]=[N:26][C:25]([CH2:28][NH2:29])=[N:24]1>C(N(CC)CC)C.CN(C=O)C>[CH:17]1([C:3]2[C:2]([NH:29][CH2:28][C:25]3[N:26]=[CH:27][N:23]([CH3:22])[N:24]=3)=[N:7][N:6]3[C:8]([C:11]4[CH:16]=[CH:15][CH:14]=[CH:13][CH:12]=4)=[N:9][N:10]=[C:5]3[CH:4]=2)[CH2:20][CH2:19][CH2:18]1 |f:1.2|. Procedure: A mixture of 6-chloro-7-cyclobutyl-3-phenyl-1,2,4-triazolo[4,3-b]pyridazine (144 mg, 0.52 mmol) and C-(1-methyl-1H-1,2,4-triazol-3-yl)methylamine hydrochloride (300 mg, 2.0 mmol) in triethylamine (1 ml) and dry DMF (1 ml) was stirred and heated at 100° C. in a sealed tube for 20 hours. Upon cooling the volatiles were removed in vacuo, and the residue was partitioned between dichloromethane and saturated aqueous sodium hydrogen carbonate. The aqueous was further extracted with dichloromethane (x2...